This data is from the Open Reaction Database (ORD), a public repository of structured organic reaction records. The task is: describe an organic reaction: reactants, conditions, products, and yield The reactants are ClC=1C=C(C(=O)O)C=CC1C1=NC=C(C=C1)NC(=O)C=1N=C(OC1C(F)(F)F)C1=CC=CC=C1 (3-chloro-4-{5-[(2-phenyl-5-trifluoromethyl-oxazole-4-carbonyl)-amino]-pyridin-2-yl}-benzoic acid), CS(=O)(=O)N (methanesulfonamide), Cl.C(C)N=C=NCCCN(C)C (1-ethyl-3-(3-dimethylaminopropyl)carbodiimide hydrochloride). The reagents and catalysts are CN(C1=CC=NC=C1)C (4-dimethylaminopyridine). Solvent: ClCCl (dichloromethane). Conditions: time 2 hour. Product: ClC1=C(C=CC(=C1)C(=O)NS(=O)(=O)C)C1=CC=C(C=N1)NC(=O)C=1N=C(OC1C(F)(F)F)C1=CC=CC=C1 (2-phenyl-5-trifluoromethyl-oxazole-4-carboxylic acid [6-(2-chloro-4-methanesulfonylaminocarbonyl-phenyl)-pyridin-3-yl]-amide). Yield: 35.4%. As a reaction SMILES: [Cl:1][C:2]1[CH:3]=[C:4]([CH:8]=[CH:9][C:10]=1[C:11]1[CH:16]=[CH:15][C:14]([NH:17][C:18]([C:20]2[N:21]=[C:22]([C:29]3[CH:34]=[CH:33][CH:32]=[CH:31][CH:30]=3)[O:23][C:24]=2[C:25]([F:28])([F:27])[F:26])=[O:19])=[CH:13][N:12]=1)[C:5]([OH:7])=O.[CH3:35][S:36]([NH2:39])(=[O:38])=[O:37].Cl.C(N=C=NCCCN(C)C)C>CN(C)C1C=CN=CC=1.ClCCl>[Cl:1][C:2]1[CH:3]=[C:4]([C:5]([NH:39][S:36]([CH3:35])(=[O:38])=[O:37])=[O:7])[CH:8]=[CH:9][C:10]=1[C:11]1[N:12]=[CH:13][C:14]([NH:17][C:18]([C:20]2[N:21]=[C:22]([C:29]3[CH:34]=[CH:33][CH:32]=[CH:31][CH:30]=3)[O:23][C:24]=2[C:25]([F:27])([F:28])[F:26])=[O:19])=[CH:15][CH:16]=1 |f:2.3|. Procedure details: According to the procedures described in Tetrahedron Lett. 1998, 39, 5891 and Org. Proc. Res. Dev. 2004, 8, 952, 3-chloro-4-{5-[(2-phenyl-5-trifluoromethyl-oxazole-4-carbonyl)-amino]-pyridin-2-yl}-benzoic acid (30 mg, 0.06 mmol), methanesulfonamide (7 mg, 0.07 mmol), 4-dimethylaminopyridine (2 mg, 0.02 mmol) and 1-ethyl-3-(3-dimethylaminopropyl)carbodiimide hydrochloride (14 mg, 0.07 mmol) were suspended in 3 mL of dichloromethane and the mixture was refluxed for 3 h. The reaction mixture was co... Yields the product Cc1cc(C#Cc2cn(-c3ncccn3)c(C)n2)ccn1. Starting materials: O=C([O-])[O-], Cc1cc(C#Cc2c[nH]c(C)n2)ccn1, Clc1ncccn1, [K+], [K+], CN(C)C=O, O. RXN SMILES: [C:16](=[O:17])([O-:18])[O-:19].[CH3:1][c:2]1[n:3][cH:4][cH:5][c:6]([C:8]#[C:9][c:10]2[n:11][c:12]([CH3:15])[nH:13][cH:14]2)[cH:7]1.[Cl:22][c:23]1[n:24][cH:25][cH:26][cH:27][n:28]1.[K+:20].[K+:21].[O:30]=[CH:31][N:32]([CH3:33])[CH3:34].[OH2:29]>>[CH3:1][c:2]1[n:3][cH:4][cH:5][c:6]([C:8]#[C:9][c:10]2[n:11][c:12]([CH3:15])[n:13](-[c:23]3[n:24][cH:25][cH:26][cH:27][n:28]3)[cH:14]2)[cH:7]1.